From a dataset of the Open Reaction Database (ORD), a public repository of structured organic reaction records. describe an organic reaction: reactants, conditions, products, and yield Reactants: O=C([O-])[O-], CC(=O)[O-], CC(=O)[O-], CCO, OB(O)c1ccc(Cl)c(Cl)c1, CON(C(=O)c1cn(C)nc1C(F)F)C(C)c1cccc(I)c1, [K+], [K+], O, [Pd+2]. Product: CON(C(=O)c1cn(C)nc1C(F)F)C(C)c1cccc(-c2ccc(Cl)c(Cl)c2)c1. RXN SMILES: [C:35](=[O:36])([O-:37])[O-:38].[C:45]([O-:46])(=[O:47])[CH3:48].[C:50]([O-:51])(=[O:52])[CH3:53].[CH3:41][CH2:42][OH:43].[Cl:24][c:25]1[cH:26][c:27]([B:32]([OH:33])[OH:34])[cH:28][cH:29][c:30]1[Cl:31].[I:1][c:2]1[cH:3][c:4]([CH:8]([CH3:9])[N:10]([C:11](=[O:12])[c:13]2[c:14]([CH:19]([F:20])[F:21])[n:15][n:16]([CH3:18])[cH:17]2)[O:22][CH3:23])[cH:5][cH:6][cH:7]1.[K+:39].[K+:40].[OH2:44].[Pd+2:49]>>[c:2]1(-[c:27]2[cH:26][c:25]([Cl:24])[c:30]([Cl:31])[cH:29][cH:28]2)[cH:3][c:4]([CH:8]([CH3:9])[N:10]([C:11](=[O:12])[c:13]2[c:14]([CH:19]([F:20])[F:21])[n:15][n:16]([CH3:18])[cH:17]2)[O:22][CH3:23])[cH:5][cH:6][cH:7]1. Reactants: Cl.C1(CC1)N(C(C1=CC=C(C=C1)C1=CN=CO1)=O)C1CCNCC1 (N-cyclopropyl-4-oxazol-5-yl-N-piperidin-4-yl-benzamide hydrochloride), COC(=O)C=1C=NC(=NC1)Cl (2-chloro-pyrimidine-5-carboxylic acid methyl ester). The solvent is CN1C(CCC1)=O (N-methylpyrrolidinone). The product is COC(=O)C=1C=NC(=NC1)N1CCC(CC1)N(C(C1=CC=C(C=C1)C1=CN=CO1)=O)C1CC1 (2-{4-[Cyclopropyl-(4-oxazol-5-yl-benzoyl)-amino]-piperidin-1-yl}-pyrimidine-5-carboxylic acid methyl ester). As a reaction SMILES: Cl.[CH:2]1([N:5]([CH:19]2[CH2:24][CH2:23][NH:22][CH2:21][CH2:20]2)[C:6](=[O:18])[C:7]2[CH:12]=[CH:11][C:10]([C:13]3[O:17][CH:16]=[N:15][CH:14]=3)=[CH:9][CH:8]=2)[CH2:4][CH2:3]1.[CH3:25][O:26][C:27]([C:29]1[CH:30]=[N:31][C:32](Cl)=[N:33][CH:34]=1)=[O:28]>CN1CCCC1=O>[CH3:25][O:26][C:27]([C:29]1[CH:30]=[N:31][C:32]([N:22]2[CH2:23][CH2:24][CH:19]([N:5]([CH:2]3[CH2:4][CH2:3]3)[C:6](=[O:18])[C:7]3[CH:8]=[CH:9][C:10]([C:13]4[O:17][CH:16]=[N:15][CH:14]=4)=[CH:11][CH:12]=3)[CH2:20][CH2:21]2)=[N:33][CH:34]=1)=[O:28] |f:0.1|. Procedure details: The title compound is prepared from N-cyclopropyl-4-oxazol-5-yl-N-piperidin-4-yl-benzamide hydrochloride and 2-chloro-pyrimidine-5-carboxylic acid methyl ester following a procedure analogous to that described in Example 19 using N-methylpyrrolidinone as solvent. LC (method 16): tR=0.48 min; Mass spectrum (ESI+): m/z=448 [M+H]+. The reactants are Cl (HCl), CC[C@H]1[C@H](COC1=O)CC2=CN=CN2C.Cl (Pilocarpine hydrochloride), [OH-].[Na+] (NaOH), ice. The solvent is O (water). Conditions: temperature 0 celsius, time 1 hour. Product: CC[C@H]([C@@H](CC1=CN=CN1C)CO)C(=O)[O-].[Na+] (sodium pilocarpate). As a reaction SMILES: [CH3:1][CH2:2][C@@H:3]1[C:7](=[O:8])[O:6][CH2:5][C@@H:4]1[CH2:9][C:10]1[N:14]([CH3:15])[CH:13]=[N:12][CH:11]=1.Cl.[OH-:17].[Na+:18].Cl>O>[CH3:1][CH2:2][C@@H:3]([C:7]([O-:6])=[O:8])[C@H:4]([CH2:5][OH:17])[CH2:9][C:10]1[N:14]([CH3:15])[CH:13]=[N:12][CH:11]=1.[Na+:18] |f:0.1,2.3,6.7|. Reported procedure: Pilocarpine hydrochloride (3.92 g; 16.00 moles) was dissolved in distilled water (4 ml) and the solution was cooled to about 0° C. To the solution 18 ml of ice cold 2M NaOH were added in four portions. The solution was left standing at about 0° C. for one hour. After neutralizing excess NaOH with 5 ml of 1M HCl, the solution was evaporated under reduced pressure. The residue was dissolved in 60 ml of absolute ethanol and mixed for 10 minutes at 60° C. After cooling to 4° C. undissolved NaCl was ... Starting materials: [Al+3], [Cl-], [Cl-], [Cl-], Clc1cccc(Cl)c1, O=C(CCl)Nc1ccccc1-c1ccccc1. Product: O=C1Cc2ccccc2-c2ccccc2N1. As a reaction SMILES: [Al+3:2].[Cl-:1].[Cl-:3].[Cl-:4].[Cl:22][c:23]1[cH:24][c:25]([Cl:26])[cH:27][cH:28][cH:29]1.[c:5]1(-[c:16]2[cH:17][cH:18][cH:19][cH:20][cH:21]2)[c:6]([NH:11][C:12]([CH2:13][Cl:14])=[O:15])[cH:7][cH:8][cH:9][cH:10]1>>[c:5]12[c:6]([cH:7][cH:8][cH:9][cH:10]1)[NH:11][C:12](=[O:15])[CH2:13][c:17]1[c:16]-2[cH:21][cH:20][cH:19][cH:18]1. Starting materials: C(C)C=1C=C(N)C=C(C1OCC)C (3-ethyl-4-ethoxy-5-methylaniline), C(=O)(Cl)Cl (phosgene). The solvent is C1(=CC=CC=C1)C (toluene), C1(=CC=CC=C1)C (toluene). Product: C(C)C=1C=C(C=C(C1OCC)C)N=C=O (3-ethyl-4-ethoxy-5-methylphenyl isocyanate). Yield: 101.9%. As a reaction SMILES: [CH2:1]([C:3]1[CH:4]=[C:5]([CH:7]=[C:8]([CH3:13])[C:9]=1[O:10][CH2:11][CH3:12])[NH2:6])[CH3:2].[C:14](Cl)(Cl)=[O:15]>C1(C)C=CC=CC=1>[CH2:1]([C:3]1[CH:4]=[C:5]([N:6]=[C:14]=[O:15])[CH:7]=[C:8]([CH3:13])[C:9]=1[O:10][CH2:11][CH3:12])[CH3:2]. Procedure details: A mixture of 3-ethyl-4-ethoxy-5-methylaniline (1.8 g) in toluene (20 ml was dropwise added to a toluene solution containing 10 g of phosgene at 10° to 20° C. The resulting mixture was gradually heated and, after being refluxed for 30 minutes, cooled to room temperature. The solvent was removed by distillation under reduced pressure to give 3-ethyl-4-ethoxy-5-methylphenyl isocyanate (2.1 g). The thus obtained crude substance was added to an isopropanol solution (20 ml) containing triethylamine (1... Starting materials: ClC1=NC(=C2C(=N1)N(N=C2C)C)NC2=CC(=CC=C2)OC ((6-Chloro-1,3-dimethyl-1H-pyrazolo[3,4-d]pyrimidin-4-yl)-(3-methoxyphenyl)-amine), N1N=C(C2=CC=CC=C12)B1OC(C)(C)C(C)(C)O1 (indazole boronic acid pinacol ester). The product is N1N=CC2=C(C=CC=C12)C1=NC(=C2C(=N1)N(N=C2C)C)NC2=CC(=CC=C2)OC (6-(1H-indazol-4-yl)-N-(3-methoxyphenyl)-1,3-dimethyl-1H-pyrazolo[3,4-d]pyrimidin-4-amine). RXN SMILES: Cl[C:2]1[N:7]=[C:6]2[N:8]([CH3:12])[N:9]=[C:10]([CH3:11])[C:5]2=[C:4]([NH:13][C:14]2[CH:19]=[CH:18][CH:17]=[C:16]([O:20][CH3:21])[CH:15]=2)[N:3]=1.[NH:22]1[C:30]2[C:25](=[CH:26][CH:27]=[CH:28][CH:29]=2)[C:24](B2OC(C)(C)C(C)(C)O2)=[N:23]1>>[NH:22]1[C:30]2[C:25](=[C:26]([C:2]3[N:7]=[C:6]4[N:8]([CH3:12])[N:9]=[C:10]([CH3:11])[C:5]4=[C:4]([NH:13][C:14]4[CH:19]=[CH:18][CH:17]=[C:16]([O:20][CH3:21])[CH:15]=4)[N:3]=3)[CH:27]=[CH:28][CH:29]=2)[CH:24]=[N:23]1. Reported procedure: (6-Chloro-1,3-dimethyl-1H-pyrazolo[3,4-d]pyrimidin-4-yl)-(3-methoxyphenyl)-amine was reacted with indazole boronic acid pinacol ester using General Procedure A to give 141. NMR (CDCl3): 2.78 (3H, s), 3.89 (3H, s), 4.14 (3H, s), 6.79 (1H, dd), 7.02 (1H, br. s), 7.25 (1H, m), 7.37 (1H, t), 7.54 (1H, t), 7.63-7.68 (2H, m), 8.45 (1H, d), 9.10 (1H, s), 10.11 (1H, br). MS: MH+ 386.20 (100%) Reactants: ClC1=CC2=C(C(=N1)O[C@H](C)[C@@H]1CC(NC1)=O)N(C=N2)COCC[Si](C)(C)C ((R)-4-((R)-1-(6-chloro-3-((2-(trimethylsilyl)ethoxy)methyl)-3H-imidazo[4,5-c]pyridin-4-yloxy)ethyl)pyrrolidin-2-one), COC=1C=C(C=CC1OC)B(O)O (3,4-dimethoxyphenylboronic acid), COCCOC (DME), C([O-])([O-])=O.[Cs+].[Cs+] (cesium carbonate). Reagents/catalysts: PEPPSI-IPr. The solvent is O (water), O (water). Product: COC=1C=C(C=CC1OC)C1=CC2=C(C(=N1)O[C@H](C)[C@@H]1CC(NC1)=O)N(C=N2)COCC[Si](C)(C)C ((R)-4-((R)-1-(6-(3,4-dimethoxyphenyl)-3-((2-(trimethylsilyl)ethoxy)methyl)-3H-imidazo[4,5-c]pyridin-4-yloxy)ethyl)pyrrolidin-2-one). RXN SMILES: Cl[C:2]1[N:7]=[C:6]([O:8][C@@H:9]([C@H:11]2[CH2:15][NH:14][C:13](=[O:16])[CH2:12]2)[CH3:10])[C:5]2[N:17]([CH2:20][O:21][CH2:22][CH2:23][Si:24]([CH3:27])([CH3:26])[CH3:25])[CH:18]=[N:19][C:4]=2[CH:3]=1.[CH3:28][O:29][C:30]1[CH:31]=[C:32](B(O)O)[CH:33]=[CH:34][C:35]=1[O:36][CH3:37].COCCOC.C(=O)([O-])[O-].[Cs+].[Cs+]>O>[CH3:28][O:29][C:30]1[CH:31]=[C:32]([C:2]2[N:7]=[C:6]([O:8][C@@H:9]([C@H:11]3[CH2:15][NH:14][C:13](=[O:16])[CH2:12]3)[CH3:10])[C:5]3[N:17]([CH2:20][O:21][CH2:22][CH2:23][Si:24]([CH3:27])([CH3:26])[CH3:25])[CH:18]=[N:19][C:4]=3[CH:3]=2)[CH:33]=[CH:34][C:35]=1[O:36][CH3:37] |f:3.4.5|. Procedure: Into the solution of (R)-4-((R)-1-(6-chloro-3-((2-(trimethylsilyl)ethoxy)methyl)-3H-imidazo[4,5-c]pyridin-4-yloxy)ethyl)pyrrolidin-2-one 2.12 (267 mg, 0.65 mmol) and 3,4-dimethoxyphenylboronic acid (142 mg, 0.78 mmol) in 2:1 DME:water (10 ml) was added cesium carbonate (3 equiv), and PEPPSI-IPr catalyst (0.1 equiv). Mixture was refluxed for 3 h, cooled to room temperature, poured into water and extracted with ethyl acetate (100 mL). Separated organic layer was washed with Brine (2×50 mL), dried ... The reactants are CC(C)([O-])C.[K+] (potassium tert-butoxide), C(CC)O (1-propanol), ClC1=NC(=C(C(=C1C#N)C1=CC=CC=C1)C#N)SCC=1N=C(SC1)C1=CC=C(C=C1)Cl (2-chloro-6-({[2-(4-chlorophenyl)-1,3-thiazol-4-yl]methyl}sulphanyl)-4-phenylpyridine-3,5-dicarbonitrile). Product: ClC1=CC=C(C=C1)C=1SC=C(N1)CSC1=NC(=C(C(=C1C#N)C1=CC=CC=C1)C#N)OCCC (2-({[2-(4-Chlorophenyl)-1,3-thiazol-4-yl]methyl}sulphanyl)-4-phenyl-6-propoxypyridine-3,5-dicarbonitrile). Reaction conditions: time 15 minute. Run in CN(C)C=O (DMF), CN(C)C=O (DMF). Reported procedure: 37 μl (0.501 mmol) of 1-propanol are initially charged in 2 ml of DMF, 20 mg (0.184 mmol) of potassium tert-butoxide are added and the mixture is stirred for 15 minutes, after which 100 mg (0.167 mmol) of 2-chloro-6-({[2-(4-chlorophenyl)-1,3-thiazol-4-yl]methyl}sulphanyl)-4-phenylpyridine-3,5-dicarbonitrile, dissolved in 2 ml of DMF, are added. The reaction mixture is stirred at room temperature for one hour and then purified by preparative HPLC (acetonitrile/water: 10:90→95:5, with 0.1% TFA add... As a reaction SMILES: [CH2:1]([OH:4])[CH2:2][CH3:3].CC(C)([O-])C.[K+].Cl[C:12]1[C:17]([C:18]#[N:19])=[C:16]([C:20]2[CH:25]=[CH:24][CH:23]=[CH:22][CH:21]=2)[C:15]([C:26]#[N:27])=[C:14]([S:28][CH2:29][C:30]2[N:31]=[C:32]([C:35]3[CH:40]=[CH:39][C:38]([Cl:41])=[CH:37][CH:36]=3)[S:33][CH:34]=2)[N:13]=1>CN(C=O)C>[Cl:41][C:38]1[CH:37]=[CH:36][C:35]([C:32]2[S:33][CH:34]=[C:30]([CH2:29][S:28][C:14]3[C:15]([C:26]#[N:27])=[C:16]([C:20]4[CH:25]=[CH:24][CH:23]=[CH:22][CH:21]=4)[C:17]([C:18]#[N:19])=[C:12]([O:4][CH2:1][CH2:2][CH3:3])[N:13]=3)[N:31]=2)=[CH:40][CH:39]=1 |f:1.2|. Starting materials: hydrochloride salt, B (Borane), solution, Cl (hydrogen chloride), solution, C1(=CC=CC=C1)S(=O)(=O)C1=CC2=C(N(CCO2)C(CCNC)=O)C=C1 (1-(7-benzenesulfonyl-2,3-dihydro-benzo[1,4]oxazin-4-yl)-3-methylamino-propan-1-one), Cl.C1(=CC=CC=C1)S(=O)(=O)C1=CC2=C(N(CCO2)CCCNC)C=C1 ([3-(7-benzenesulfonyl-2,3-dihydro-benzo[1,4]oxazin-4-yl)-propyl]-methyl-amine hydrochloride). Run in C(C)OCC (diethyl ether), C1CCOC1 (THF). Reaction conditions: temperature 0 celsius. Yields the product C1(=CC=CC=C1)S(=O)(=O)C=1C=CC2=C(N(CCO2)CCCNC)C1 ([3-(6-Benzenesulfonyl-2,3-dihydro-benzo[1,4]oxazin-4-yl)-propyl]-methyl-amine). RXN SMILES: C1(S([C:10]2[CH:25]=[CH:24][C:13]3[N:14]([C:18](=O)[CH2:19][CH2:20][NH:21][CH3:22])[CH2:15][CH2:16][O:17][C:12]=3[CH:11]=2)(=O)=O)C=CC=CC=1.B.Cl.Cl.[C:29]1([S:35](C2C=CC3N(CCCNC)CCOC=3C=2)(=[O:37])=[O:36])[CH:34]=[CH:33][CH:32]=[CH:31][CH:30]=1>C(OCC)C.C1COCC1>[C:29]1([S:35]([C:25]2[CH:10]=[CH:11][C:12]3[O:17][CH2:16][CH2:15][N:14]([CH2:18][CH2:19][CH2:20][NH:21][CH3:22])[C:13]=3[CH:24]=2)(=[O:37])=[O:36])[CH:34]=[CH:33][CH:32]=[CH:31][CH:30]=1 |f:3.4|. Procedure: To 1 mL of freshly distilled THF was added 1-(7-benzenesulfonyl-2,3-dihydro-benzo[1,4]oxazin-4-yl)-3-methylamino-propan-1-one (0.075 g, 0.210 mmol) and the resulting solution was cooled to 0° C. Borane:THF complex (0.315 mL of a 1 M solution, 0.315 mmol) was added dropwise over 2 minutes, during which offgassing was observed. The solution was warmed to reflux for 6 hours with stirring and then cooled to room temperature. Ethanolic hydrogen chloride (0.750 mL of a 2N solution, 1.5 mmol) was added...